From a dataset of the Open Reaction Database (ORD), a public repository of structured organic reaction records. describe an organic reaction: reactants, conditions, products, and yield Starting materials: B(Br)(Br)Br (boron tribromide), C(C)(=O)NCCC1CCC2=CC=C(C=C12)OC (1-[2-(acetylamino)ethyl]-6-methoxyindan), O (water). Solvent: ClCCl (dichloromethane). Run at time 1 hour. Product: C(C)(=O)NCCC1CCC2=CC=C(C=C12)O (1-[2-(Acetylamino)ethyl]-6-hydroxyindan). Yield: 78.2%. As a reaction SMILES: [C:1]([NH:4][CH2:5][CH2:6][CH:7]1[C:15]2[C:10](=[CH:11][CH:12]=[C:13]([O:16]C)[CH:14]=2)[CH2:9][CH2:8]1)(=[O:3])[CH3:2].B(Br)(Br)Br.O>ClCCl>[C:1]([NH:4][CH2:5][CH2:6][CH:7]1[C:15]2[C:10](=[CH:11][CH:12]=[C:13]([OH:16])[CH:14]=2)[CH2:9][CH2:8]1)(=[O:3])[CH3:2]. Procedure details: To a solution of 1-[2-(acetylamino)ethyl]-6-methoxyindan (6.40 g, 27.4 mmol) in dichloromethane (150 ml) was added dropwise, under ice-cooling, boron tribromide (5.19 ml, 54.8 mmol). The mixture was then stirred for one hour. The reaction mixture was poured into water. The mixture was stirred for 8 hours at room temperature, which was subjected to extraction with chloroform. The extract solution was washed with brine, which was dried over anhydrous magnesium sulfate, followed by distilling off t... Reactants: C1CCOC1, CI, CC(C)[N-]C(C)C, [Li+], COC(=O)C1CCOCC1, O. Yields the product COC(=O)C1(C)CCOCC1. RXN SMILES: [CH2:22]1[O:23][CH2:24][CH2:25][CH2:26]1.[CH3:19][I:20].[CH:11]([N-:12][CH:13]([CH3:14])[CH3:15])([CH3:16])[CH3:17].[Li+:18].[O:1]1[CH2:2][CH2:3][CH:4]([C:7](=[O:8])[O:9][CH3:10])[CH2:5][CH2:6]1.[OH2:21]>>[O:1]1[CH2:2][CH2:3][C:4]([C:7](=[O:8])[O:9][CH3:10])([CH3:11])[CH2:5][CH2:6]1.